Dataset: the Open Reaction Database (ORD), a public repository of structured organic reaction records. Task: describe an organic reaction: reactants, conditions, products, and yield The reactants are C(=O)(O)COC1CN(CCC1C1=CC=C(C=C1)OCCCOCC1=C(C=CC=C1)OC)C(=O)OC(C)(C)C (tert-butyl 3-carboxymethoxy-4-{4-[3-(2-methoxybenzyloxy)propoxy]phenyl}piperidine-1-carboxylate), NC1=C(C=CC=C1)CCNC(C)=O (N-[2-(2-aminophenyl)ethyl]acetamide). Yields the product C(C)(=O)NCCC1=C(C=CC=C1)NC(=O)COC1CN(CCC1C1=CC=C(C=C1)OCCCOCC1=C(C=CC=C1)OC)C(=O)OC(C)(C)C (tert-Butyl 3-{[2-(2-acetylaminoethyl)phenylcarbamoyl]methoxy}-4-{4-[3-(2-methoxybenzyloxy)propoxy]phenyl}piperidine-1-carboxylate). Reaction SMILES: [C:1]([CH2:4][O:5][CH:6]1[CH:11]([C:12]2[CH:17]=[CH:16][C:15]([O:18][CH2:19][CH2:20][CH2:21][O:22][CH2:23][C:24]3[CH:29]=[CH:28][CH:27]=[CH:26][C:25]=3[O:30][CH3:31])=[CH:14][CH:13]=2)[CH2:10][CH2:9][N:8]([C:32]([O:34][C:35]([CH3:38])([CH3:37])[CH3:36])=[O:33])[CH2:7]1)(O)=[O:2].[NH2:39][C:40]1[CH:45]=[CH:44][CH:43]=[CH:42][C:41]=1[CH2:46][CH2:47][NH:48][C:49](=[O:51])[CH3:50]>>[C:49]([NH:48][CH2:47][CH2:46][C:41]1[CH:42]=[CH:43][CH:44]=[CH:45][C:40]=1[NH:39][C:1]([CH2:4][O:5][CH:6]1[CH:11]([C:12]2[CH:17]=[CH:16][C:15]([O:18][CH2:19][CH2:20][CH2:21][O:22][CH2:23][C:24]3[CH:29]=[CH:28][CH:27]=[CH:26][C:25]=3[O:30][CH3:31])=[CH:14][CH:13]=2)[CH2:10][CH2:9][N:8]([C:32]([O:34][C:35]([CH3:38])([CH3:36])[CH3:37])=[O:33])[CH2:7]1)=[O:2])(=[O:51])[CH3:50]. Procedure: Analogously to Example 3a, 0.138 g of tert-butyl 3-carboxymethoxy-4-{4-[3-(2-methoxybenzyloxy)propoxy]phenyl}piperidine-1-carboxylate and 0.061 g of N-[2-(2-aminophenyl)ethyl]acetamide. The title compound is obtained as a yellow oil. Rf=0.21 (95:5 dichloromethane-methanol); Rt=5.22. The reactants are solution, B(Br)(Br)Br (boron tribromide), COC1=CC=C(C=C1)N1C(=NC=2C=NC=CC21)C=2C(=NON2)N (4-[1-(4-Methoxy-phenyl)-1H-imidazo[4,5-c]pyridin-2-yl]-furazan-3-ylamine). Solvent: ClCCl (dichloromethane), ClCCl (dichloromethane). Reaction conditions: time 16 hour. Product: NC=1C(=NON1)C=1N(C2=C(C=NC=C2)N1)C1=CC=C(C=C1)O (4-[2-(4-Amino-furazan-3-yl)-imidazo[4,5-c]pyridin-1-yl]-phenol). Yield: 62.7%. Reaction SMILES: C[O:2][C:3]1[CH:8]=[CH:7][C:6]([N:9]2[C:17]3[CH:16]=[CH:15][N:14]=[CH:13][C:12]=3[N:11]=[C:10]2[C:18]2[C:19]([NH2:23])=[N:20][O:21][N:22]=2)=[CH:5][CH:4]=1.B(Br)(Br)Br>ClCCl>[NH2:23][C:19]1[C:18]([C:10]2[N:9]([C:6]3[CH:7]=[CH:8][C:3]([OH:2])=[CH:4][CH:5]=3)[C:17]3[CH:16]=[CH:15][N:14]=[CH:13][C:12]=3[N:11]=2)=[N:22][O:21][N:20]=1. Reported procedure: To a solution of the product of Example 30 (100 mg, 0.32 mmol) in anhydrous dichloromethane (1.0 ml) stirred at 0° C., was added dropwise a 10M solution of boron tribromide (2.91 ml, 2.92 mmol) in dichloromethane and the mixture stirred at room temperature for 16 hours. The reaction was then quenched with water (20 ml), and the pH adjusted to 14 with 50% sodium hydroxide solution. The aqueous phase was washed with dichloromethane (×3), neutralised with 5N hydrochloric acid, and the resulting pre... Reactants: Brc1ccnnc1, Br, O=C([O-])[O-], OB(O)c1cc(C(F)(F)F)ccc1OCc1ccccc1, [Cs+], [Cs+], C1COCCO1, O. The product is FC(F)(F)c1ccc(OCc2ccccc2)c(-c2ccnnc2)c1. RXN SMILES: [Br:29][c:30]1[cH:31][n:32][n:33][cH:34][cH:35]1.[BrH:28].[C:22](=[O:23])([O-:24])[O-:25].[CH2:1]([c:2]1[cH:3][cH:4][cH:5][cH:6][cH:7]1)[O:8][c:9]1[c:10]([B:19]([OH:20])[OH:21])[cH:11][c:12]([C:15]([F:16])([F:17])[F:18])[cH:13][cH:14]1.[Cs+:26].[Cs+:27].[O:36]1[CH2:37][CH2:38][O:39][CH2:40][CH2:41]1.[OH2:42]>>[CH2:1]([c:2]1[cH:3][cH:4][cH:5][cH:6][cH:7]1)[O:8][c:9]1[c:10](-[c:30]2[cH:31][n:32][n:33][cH:34][cH:35]2)[cH:11][c:12]([C:15]([F:16])([F:17])[F:18])[cH:13][cH:14]1. Starting materials: CCCc1cc(S(=O)(=O)Cl)ccc1OCC(=O)OCC, CCO, Cl, [Sn]. The product is CCCc1cc(S)ccc1OCC(=O)OCC. Reaction SMILES: [CH2:1]([CH3:2])[O:3][C:4]([CH2:5][O:6][c:7]1[c:8]([CH2:17][CH2:18][CH3:19])[cH:9][c:10]([S:13]([Cl:14])(=[O:15])=[O:16])[cH:11][cH:12]1)=[O:20].[CH3:23][CH2:24][OH:25].[ClH:22].[Sn:21]>>[CH2:1]([CH3:2])[O:3][C:4]([CH2:5][O:6][c:7]1[c:8]([CH2:17][CH2:18][CH3:19])[cH:9][c:10]([SH:13])[cH:11][cH:12]1)=[O:20]. Reactants: [Li+].[OH-] (LiOH), C(C)OC(=O)C=1OC(=NN1)C1=CC=CC=C1 (5-phenyl-[1,3,4]oxadiazole-2-carboxylic acid ethyl ester). Run in C1CCOC1.CO.O (THF MeOH H2O). Reaction conditions: time 1 hour. The product is [Li+].C1(=CC=CC=C1)C1=NN=C(O1)C(=O)[O-] (5-phenyl-[1,3,4]oxadiazole-2-carboxylic acid lithium salt). RXN SMILES: [Li+:1].[OH-].C([O:5][C:6]([C:8]1[O:9][C:10]([C:13]2[CH:18]=[CH:17][CH:16]=[CH:15][CH:14]=2)=[N:11][N:12]=1)=[O:7])C>C1COCC1.CO.O>[Li+:1].[C:13]1([C:10]2[O:9][C:8]([C:6]([O-:7])=[O:5])=[N:12][N:11]=2)[CH:14]=[CH:15][CH:16]=[CH:17][CH:18]=1 |f:0.1,3.4.5,6.7|. Procedure details: LiOH (25 mg, 0.60 mmol) was added at room temperature to a stirred solution of 5-phenyl-[1,3,4]oxadiazole-2-carboxylic acid ethyl ester (60 mg, 0.275 mmol) in THF:MeOH:H2O (3:1:1, 5 mL) and the resulting mixture stirred for 1 hr. Removal of the volatiles by evaporation under reduced pressure afforded 5-phenyl-[1,3,4]oxadiazole-2-carboxylic acid lithium salt, which was used for the next step without further purification. The reactants are C(N)(=O)C1=C(C=C(N=N1)N[C@H]1[C@H](COCC1)NC(OC(C)(C)C)=O)NC1=NC(=C(C=C1)OC)C(C)C (tert-butyl (3R,4R)-4-(6-carbamoyl-5-(6-isopropyl-5-methoxypyridin-2-ylamino)pyridazin-3-ylamino)tetrahydro-2H-pyran-3-ylcarbamate), FC(C(=O)O)(F)F (trifluoroacetic acid). Run in ClCCl (dichloromethane), ClCCl (dichloromethane). Reaction conditions: time 16 hour. Product: N[C@H]1COCC[C@H]1NC1=CC(=C(N=N1)C(=O)N)NC1=NC(=C(C=C1)OC)C(C)C (6-((3R,4R)-3-aminotetrahydro-2H-pyran-4-ylamino)-4-(6-isopropyl-5-methoxypyridin-2-ylamino)pyridazine-3-carboxamide). The yield is 74.3%. RXN SMILES: [C:1]([C:4]1[N:9]=[N:8][C:7]([NH:10][C@@H:11]2[CH2:16][CH2:15][O:14][CH2:13][C@@H:12]2[NH:17]C(=O)OC(C)(C)C)=[CH:6][C:5]=1[NH:25][C:26]1[CH:31]=[CH:30][C:29]([O:32][CH3:33])=[C:28]([CH:34]([CH3:36])[CH3:35])[N:27]=1)(=[O:3])[NH2:2].FC(F)(F)C(O)=O>ClCCl>[NH2:17][C@@H:12]1[C@H:11]([NH:10][C:7]2[N:8]=[N:9][C:4]([C:1]([NH2:2])=[O:3])=[C:5]([NH:25][C:26]3[CH:31]=[CH:30][C:29]([O:32][CH3:33])=[C:28]([CH:34]([CH3:36])[CH3:35])[N:27]=3)[CH:6]=2)[CH2:16][CH2:15][O:14][CH2:13]1. Reported procedure: To a solution of tert-butyl (3R,4R)-4-(6-carbamoyl-5-(6-isopropyl-5-methoxypyridin-2-ylamino)pyridazin-3-ylamino)tetrahydro-2H-pyran-3-ylcarbamate (86 mg, 171 μmol) in dichloromethane (2.7 mL) was added trifluoroacetic acid (391 mg, 264 μL, 3.43 mmol) and stirred at room temperature for 16 h. The reaction mixture was then diluted with dichloromethane, concentrated in vacuo, and purified by chromatography (silica, 0 to 12% of a 99.5:0.5 methanol:NH4OH solution in dichloromethane) to give 6-((3R,4... Reactants: N1N=C(C2=CC=CC=C12)C(C)=O (1-(1H-indazol-3-yl)ethanone), C(=O)([O-])[O-].[K+].[K+] (K2CO3), BrCC(=O)OC(C)(C)C (tert-butyl 2-bromoacetate). Run in CC#N (CH3CN). Reaction conditions: temperature 90 celsius, time 8 hour. Product: C(C)(=O)C1=NN(C2=CC=CC=C12)CC(=O)OC(C)(C)C (Tert-butyl 2-(3-acetyl-1H-indazol-1-yl)acetate). RXN SMILES: [NH:1]1[C:9]2[C:4](=[CH:5][CH:6]=[CH:7][CH:8]=2)[C:3]([C:10](=[O:12])[CH3:11])=[N:2]1.C([O-])([O-])=O.[K+].[K+].Br[CH2:20][C:21]([O:23][C:24]([CH3:27])([CH3:26])[CH3:25])=[O:22]>CC#N>[C:10]([C:3]1[C:4]2[C:9](=[CH:8][CH:7]=[CH:6][CH:5]=2)[N:1]([CH2:20][C:21]([O:23][C:24]([CH3:27])([CH3:26])[CH3:25])=[O:22])[N:2]=1)(=[O:12])[CH3:11] |f:1.2.3|. Procedure details: To a solution of 1-(1H-indazol-3-yl)ethanone [4498-72-0](2 g, 12.46 mmol) in CH3CN (50 mL) was added K2CO3 (3.97 g, 28.7 mmol) and tert-butyl 2-bromoacetate (2.58 mL, 17.48 mmol). The reaction mixture was stirred at 90° C. overnight. The reaction mixture was filtered, the residue was washed with CH3CN and the filtrate was concentrated under vacuum. The material thus obtained was used directly in the next step without further purification. MS: 275 [M+H]+; tR (HPLC conditions d): 3.78 min.